This data is from the Open Reaction Database (ORD), a public repository of structured organic reaction records. The task is: describe an organic reaction: reactants, conditions, products, and yield The reactants are CCOC(=O)c1cc2c(Oc3cc(F)ccc3N)cccc2[nH]1, CN(C)C=O, CCOCC, CC(C)(C)ON=O. The product is CCOC(=O)c1cc2c(Oc3cccc(F)c3)cccc2[nH]1. RXN SMILES: [CH2:8]([CH3:9])[O:10][C:11](=[O:12])[c:13]1[nH:14][c:15]2[cH:16][cH:17][cH:18][c:19]([O:22][c:23]3[c:24]([NH2:30])[cH:25][cH:26][c:27]([F:29])[cH:28]3)[c:20]2[cH:21]1.[CH3:31][N:32]([CH3:33])[CH:34]=[O:35].[CH3:36][CH2:37][O:38][CH2:39][CH3:40].[N:1]([O:2][C:3]([CH3:4])([CH3:5])[CH3:6])=[O:7]>>[CH2:8]([CH3:9])[O:10][C:11](=[O:12])[c:13]1[nH:14][c:15]2[cH:16][cH:17][cH:18][c:19]([O:22][c:23]3[cH:24][cH:25][cH:26][c:27]([F:29])[cH:28]3)[c:20]2[cH:21]1.